This data is from the Open Reaction Database (ORD), a public repository of structured organic reaction records. The task is: describe an organic reaction: reactants, conditions, products, and yield Reactants: [F-].C(CCC)[N+](CCCC)(CCCC)CCCC (tetrabutylammonium fluoride), O1CCCC1 (tetrahydrofuran), O=C1N=C(SC2=C1C=CC=C2)C2=CC=CC(=N2)CCCCC(=O)OCC[Si](C)(C)C (2-(Trimethylsilyl)ethyl 5-[6-(4-oxo-4H-1,3-benzothiazin-2-yl)-2-pyridyl]valerate). The solvent is CN(C=O)C (N,N-dimethylformamide). Conditions: time 15 minute. Product: O=C1N=C(SC2=C1C=CC=C2)C2=CC=CC(=N2)CCCCC(=O)O (5-[6-(4-Oxo-4H-1,3-benzothiazin-2-yl)-2-pyridyl]valeric acid). The yield is 56.5%. Reaction SMILES: [O:1]=[C:2]1[C:7]2[CH:8]=[CH:9][CH:10]=[CH:11][C:6]=2[S:5][C:4]([C:12]2[N:17]=[C:16]([CH2:18][CH2:19][CH2:20][CH2:21][C:22]([O:24]CC[Si](C)(C)C)=[O:23])[CH:15]=[CH:14][CH:13]=2)=[N:3]1.[F-].C([N+](CCCC)(CCCC)CCCC)CCC.O1CCCC1>CN(C)C=O>[O:1]=[C:2]1[C:7]2[CH:8]=[CH:9][CH:10]=[CH:11][C:6]=2[S:5][C:4]([C:12]2[N:17]=[C:16]([CH2:18][CH2:19][CH2:20][CH2:21][C:22]([OH:24])=[O:23])[CH:15]=[CH:14][CH:13]=2)=[N:3]1 |f:1.2|. Procedure: 2-(Trimethylsilyl)ethyl 5-[6-(4-oxo-4H-1,3-benzothiazin-2-yl)-2-pyridyl]valerate (0.23 g, 0.52 mmol) was dissolved in N,N-dimethylformamide (2 ml), and 1.0 M tetrabutylammonium fluoride in tetrahydrofuran (1.3 ml, 1.3 mmol) was added thereto. The reaction mixture was stirred for 15 minutes and concentrated under reduced pressure. Trifluoroacetic acid (2.5 ml) was added to the residue, and the mixture was stirred at room temperature for 1 hr. The reaction mixture was subjected to a silica gel (25...